describe an organic reaction: reactants, conditions, products, and yield From a dataset of the Open Reaction Database (ORD), a public repository of structured organic reaction records. Reactants: CO, O=C(O)C1Cc2ccccc2N1, O=S(=O)(O)O. Yields the product COC(=O)C1Cc2ccccc2N1. As a reaction SMILES: [CH3:13][OH:14].[NH:1]1[CH:2]([C:10](=[O:11])[OH:12])[CH2:3][c:4]2[cH:5][cH:6][cH:7][cH:8][c:9]21.[S:15](=[O:16])(=[O:17])([OH:18])[OH:19]>>[NH:1]1[CH:2]([C:10](=[O:11])[O:12][CH3:13])[CH2:3][c:4]2[cH:5][cH:6][cH:7][cH:8][c:9]21. The reactants are C=O, CC#N, CC(=O)O, CCOC(=O)C1=Cc2ccccc2NCC1, [Na+], [OH-]. Reaction SMILES: [CH2:1]=[O:2].[CH3:25][C:26]#[N:27].[CH3:3][C:4](=[O:5])[OH:6].[NH:7]1[c:8]2[c:9]([cH:19][cH:20][cH:21][cH:22]2)[CH:10]=[C:11]([C:14](=[O:15])[O:16][CH2:17][CH3:18])[CH2:12][CH2:13]1.[Na+:24].[OH-:23]>>[CH3:3][N:7]1[c:8]2[c:9]([cH:19][cH:20][cH:21][cH:22]2)[CH:10]=[C:11]([C:14](=[O:15])[O:16][CH2:17][CH3:18])[CH2:12][CH2:13]1. Product: CCOC(=O)C1=Cc2ccccc2N(C)CC1. Reaction SMILES: [CH2:26]([c:27]1[cH:28][cH:29][cH:30][cH:31][cH:32]1)[CH:33]1[N:34]([C:39]([CH2:40][O:41][CH2:42][CH3:43])=[O:44])[C:35](=[O:38])[O:36][CH2:37]1.[CH3:1][c:2]1[cH:3][c:4]([CH:5]=[O:6])[cH:7][c:8]([CH3:25])[c:9]1[O:10][CH2:11][CH2:12][c:13]1[n:14][c:15](-[c:19]2[cH:20][cH:21][cH:22][cH:23][cH:24]2)[o:16][c:17]1[CH3:18]>>[CH3:1][c:2]1[cH:3][c:4]([CH:5]([OH:6])[CH:40]([C:39]([N:34]2[CH:33]([CH2:26][c:27]3[cH:28][cH:29][cH:30][cH:31][cH:32]3)[CH2:37][O:36][C:35]2=[O:38])=[O:44])[O:41][CH2:42][CH3:43])[cH:7][c:8]([CH3:25])[c:9]1[O:10][CH2:11][CH2:12][c:13]1[n:14][c:15](-[c:19]2[cH:20][cH:21][cH:22][cH:23][cH:24]2)[o:16][c:17]1[CH3:18]. The reactants are CCOCC(=O)N1C(=O)OCC1Cc1ccccc1, Cc1cc(C=O)cc(C)c1OCCc1nc(-c2ccccc2)oc1C. Product: CCOC(C(=O)N1C(=O)OCC1Cc1ccccc1)C(O)c1cc(C)c(OCCc2nc(-c3ccccc3)oc2C)c(C)c1.